This data is from the Open Reaction Database (ORD), a public repository of structured organic reaction records. The task is: describe an organic reaction: reactants, conditions, products, and yield Starting materials: CC(C)Oc1cc(OCc2ccccc2)cc2ncn(COC(=O)C(C)(C)C)c(=O)c12, CO, N. Yields the product CC(C)Oc1cc(OCc2ccccc2)cc2nc[nH]c(=O)c12. RXN SMILES: [C:1]([O:2][CH2:3][n:9]1[cH:10][n:11][c:12]2[cH:13][c:14]([O:24][CH2:25][c:26]3[cH:27][cH:28][cH:29][cH:30][cH:31]3)[cH:15][c:16]([O:20][CH:21]([CH3:22])[CH3:23])[c:17]2[c:18]1=[O:19])(=[O:4])[C:5]([CH3:6])([CH3:7])[CH3:8].[CH3:33][OH:34].[NH3:32]>>[nH:9]1[cH:10][n:11][c:12]2[cH:13][c:14]([O:24][CH2:25][c:26]3[cH:27][cH:28][cH:29][cH:30][cH:31]3)[cH:15][c:16]([O:20][CH:21]([CH3:22])[CH3:23])[c:17]2[c:18]1=[O:19]. Product: CC1OC(Cn2cncn2)(c2ccc(Cl)cc2Cl)CN1S(=O)(=O)c1ccc(C(F)(F)F)cc1. Reaction SMILES: [Cl:1][c:2]1[c:3]([C:9]2([CH2:15][n:16]3[n:17][cH:18][n:19][cH:20]3)[CH2:10][NH:11][CH:12]([CH3:14])[O:13]2)[cH:4][cH:5][c:6]([Cl:8])[cH:7]1.[F:21][C:22]([c:23]1[cH:24][cH:25][c:26]([S:29](=[O:30])(=[O:31])[Cl:32])[cH:27][cH:28]1)([F:33])[F:34]>>[Cl:1][c:2]1[c:3]([C:9]2([CH2:15][n:16]3[n:17][cH:18][n:19][cH:20]3)[CH2:10][N:11]([S:29]([c:26]3[cH:25][cH:24][c:23]([C:22]([F:21])([F:33])[F:34])[cH:28][cH:27]3)(=[O:30])=[O:31])[CH:12]([CH3:14])[O:13]2)[cH:4][cH:5][c:6]([Cl:8])[cH:7]1. Reactants: CC1NCC(Cn2cncn2)(c2ccc(Cl)cc2Cl)O1, O=S(=O)(Cl)c1ccc(C(F)(F)F)cc1. Reaction SMILES: [OH:1][C:2]1[C:3]2[CH:16]=[CH:15][S:14][C:4]=2[S:5](=[O:13])(=[O:12])[CH2:6][C:7]=1[C:8]([O:10]C)=O.[NH2:17][C:18]1[CH:22]=[C:21]([CH3:23])[O:20][N:19]=1>C1(C)C(C)=CC=CC=1>[OH:1][C:2]1[C:3]2[CH:16]=[CH:15][S:14][C:4]=2[S:5](=[O:13])(=[O:12])[CH2:6][C:7]=1[C:8]([NH:17][C:18]1[CH:22]=[C:21]([CH3:23])[O:20][N:19]=1)=[O:10]. Procedure: A mixture of methyl 4-hydroxy-6H-thieno[2,3-b]thiopyran-5-carboxylate 7,7-dioxide (3.1 g, 0.012 mole), 3-amino-5-methylisoxazole (1.5 g, 0.015 mole) and xylene (120 ml) is refluxed for 1.5 hrs. in a Soxhlet apparatus, the thimble of which contains 15 g of Linde type 4A molecular sieve. The mixture is cooled to 5° C. in an ice-bath, and the resulting crystalline precipitate is collected. The filtrate is refluxed for two additional hours and then cooled to give a second crop. The two fractions are... The product is OC=1C2=C(S(CC1C(=O)NC1=NOC(=C1)C)(=O)=O)SC=C2 (4-Hydroxy-N-(5-methyl-3-isoxazolyl)-6H-thieno[2,3-b]thiopyran-5-carboxamide 7,7-dioxide). Solvent: C=1(C(=CC=CC1)C)C (xylene). The reactants are OC=1C2=C(S(CC1C(=O)OC)(=O)=O)SC=C2 (methyl 4-hydroxy-6H-thieno[2,3-b]thiopyran-5-carboxylate 7,7-dioxide), NC1=NOC(=C1)C (3-amino-5-methylisoxazole), 4A. The yield is 56.2%. Conditions: temperature 5 celsius. The reactants are CN1C(NC=2C(C1=O)=C(N(N2)CC2=CC=CC1=CC=CC=C21)C=2C=C(C(=O)O)C=CC2)=O (3-[5-methyl-2-(1-naphthylmethyl)-4,6-dioxo-4,5,6,7-tetrahydro-2H-pyrazolo[3,4-d]pyrimidin-3-yl]benzoic acid), C1(=CC=CC=C1)P(C1=CC=CC=C1)C1=CC=CC=C1 (triphenylphosphine), ClC1=C(C=CC=C1)CO (2-chlorophenylmethanol). Solvent: C1CCOC1 (THF). Run at time 20 hour. Yields the product ClC1=C(CN2C(N(C(C=3C2=NN(C3C=3C=C(C(=O)O)C=CC3)CC3=CC=CC2=CC=CC=C32)=O)C)=O)C=CC=C1 (3-[7-(2-chlorobenzyl)-5-methyl-2-(1-naphthylmethyl)-4,6-dioxo-4,5,6,7-tetrahydro-2H-pyrazolo[3,4-d]pyrimidin-3-yl]benzoic acid). RXN SMILES: [CH3:1][N:2]1[C:7](=[O:8])[C:6]2=[C:9]([C:23]3[CH:24]=[C:25]([CH:29]=[CH:30][CH:31]=3)[C:26]([OH:28])=[O:27])[N:10]([CH2:12][C:13]3[C:22]4[C:17](=[CH:18][CH:19]=[CH:20][CH:21]=4)[CH:16]=[CH:15][CH:14]=3)[N:11]=[C:5]2[NH:4][C:3]1=[O:32].C1(P(C2C=CC=CC=2)C2C=CC=CC=2)C=CC=CC=1.[Cl:52][C:53]1[CH:58]=[CH:57][CH:56]=[CH:55][C:54]=1[CH2:59]O>C1COCC1>[Cl:52][C:53]1[CH:58]=[CH:57][CH:56]=[CH:55][C:54]=1[CH2:59][N:4]1[C:5]2=[N:11][N:10]([CH2:12][C:13]3[C:22]4[C:17](=[CH:18][CH:19]=[CH:20][CH:21]=4)[CH:16]=[CH:15][CH:14]=3)[C:9]([C:23]3[CH:24]=[C:25]([CH:29]=[CH:30][CH:31]=3)[C:26]([OH:28])=[O:27])=[C:6]2[C:7](=[O:8])[N:2]([CH3:1])[C:3]1=[O:32]. Reported procedure: Diisipropylazodicarboxylate (0.157 g) was added to a mixture of resin bound 3-[5-methyl-2-(1-naphthylmethyl)-4,6-dioxo-4,5,6,7-tetrahydro-2H-pyrazolo[3,4-d]pyrimidin-3-yl]benzoic acid (0.120 g), triphenylphosphine (0.204 g), and 2-chlorophenylmethanol in dry THF (2 mL) at −15° C. Reaction temperature was allowed to come to room temperature and shaken for 20 h. The resin was filtered, washed (3 times) DMF, CH2Cl2, MeOH, CH2Cl2, and dried in vacuum. The dry resin was treated with 15% TFA in dichlo... Isolated yield 31.5%. Reactants: NC1=NC=CC(=C1N)N[C@H]1[C@H]([C@@H]2C=C[C@H]1C2)C(=O)N ((1S,2S,3R,4R)-3-(2,3-Diamino-pyridin-4-ylamino)-bicyclo[2.2.1]hept-5-ene-2-carboxylic acid amide), N1(CCOCC1)CC1=CC=C(C=O)C=C1 (4-morpholin-4-ylmethyl-benzaldehyde). Procedure details: In a similar fashion to Compound LXXXVII, (1S,2S,3R,4R)-3-(2,3-Diamino-pyridin-4-ylamino)-bicyclo[2.2.1]hept-5-ene-2-carboxylic acid amide (50.0 mg, 0.193 mmol) and 4-morpholin-4-ylmethyl-benzaldehyde (43.5 mg, 0.212 mmol) were reacted to produce 27 mg (32%) of the title compound. mp: 240-244° C., 1H NMR (300 MHz, DMSO-d6): 13.06 (s, 1H), 8.09 (d, J=8 Hz, 2H), 7.91 (d, 1H), 7.67 (s, 1H), 7.45 (d, J=8 Hz, 1H), 7.16 (s, 1H), 6.88 (m, 1H), 6.41 (d, J=8 Hz, 1H), 6.33 (s, 1H), 3.88 (br s, 1H), 3.59 (... Yields the product N1(CCOCC1)CC1=CC=C(C=C1)C1=NC=2C(=NC=CC2N[C@H]2[C@H]([C@@H]3C=C[C@H]2C3)C(=O)N)N1 ((1S,2S,3R,4R)-3-[2-(4-Morpholin-4-ylmethyl-phenyl)-3H-imidazo[4,5-b]pyridin-7-ylamino]-bicyclo[2.2.1]hept-5-ene-2-carboxylic acid amide). Reaction SMILES: [NH2:1][C:2]1[C:7]([NH2:8])=[C:6]([NH:9][C@@H:10]2[C@@H:15]3[CH2:16][C@@H:12]([CH:13]=[CH:14]3)[C@@H:11]2[C:17]([NH2:19])=[O:18])[CH:5]=[CH:4][N:3]=1.[N:20]1([CH2:26][C:27]2[CH:34]=[CH:33][C:30]([CH:31]=O)=[CH:29][CH:28]=2)[CH2:25][CH2:24][O:23][CH2:22][CH2:21]1>>[N:20]1([CH2:26][C:27]2[CH:34]=[CH:33][C:30]([C:31]3[NH:1][C:2]4=[N:3][CH:4]=[CH:5][C:6]([NH:9][C@@H:10]5[C@@H:15]6[CH2:16][C@@H:12]([CH:13]=[CH:14]6)[C@@H:11]5[C:17]([NH2:19])=[O:18])=[C:7]4[N:8]=3)=[CH:29][CH:28]=2)[CH2:21][CH2:22][O:23][CH2:24][CH2:25]1. The reactants are C(C1=CC=CC=C1)OC(=O)C1=C(C=CC=C1)CC(C(=O)OC(C)(C)C)C(O)C1CCCCC1 (t-Butyl 2-(2-benzyloxycarbonylphenylmethyl)-3-cyclohexyl-3-hydroxypropionate). Solvent: FC(C(=O)O)(F)F (trifluoroacetic acid), ClCCl (dichloromethane). Reaction conditions: time 5 hour. Product: C(C1=CC=CC=C1)OC(=O)C1=C(C=CC=C1)CC(C(=O)O)C(O)C1CCCCC1 (2-(2-benzyloxycarbonyl-phenylmethyl)-3-cyclohexyl-3-hydroxypropionic acid). The yield is 40.0%. RXN SMILES: [CH2:1]([O:8][C:9]([C:11]1[CH:16]=[CH:15][CH:14]=[CH:13][C:12]=1[CH2:17][CH:18]([CH:26]([CH:28]1[CH2:33][CH2:32][CH2:31][CH2:30][CH2:29]1)[OH:27])[C:19]([O:21]C(C)(C)C)=[O:20])=[O:10])[C:2]1[CH:7]=[CH:6][CH:5]=[CH:4][CH:3]=1>FC(F)(F)C(O)=O.ClCCl>[CH2:1]([O:8][C:9]([C:11]1[CH:16]=[CH:15][CH:14]=[CH:13][C:12]=1[CH2:17][CH:18]([CH:26]([CH:28]1[CH2:33][CH2:32][CH2:31][CH2:30][CH2:29]1)[OH:27])[C:19]([OH:21])=[O:20])=[O:10])[C:2]1[CH:3]=[CH:4][CH:5]=[CH:6][CH:7]=1. Reported procedure: t-Butyl 2-(2-benzyloxycarbonylphenylmethyl)-3-cyclohexyl-3-hydroxypropionate (100 mg) was dissolved in a solution of 10% trifluoroacetic acid in dichloromethane (1 ml) and the mixture was stirred for 5 hours. The solution was evaporated under reduced pressure and the residue was purified by chromatography [eluting with methanol-dichloromethane (1:19)] to give 2-(2-benzyloxycarbonyl-phenylmethyl)-3-cyclohexyl-3-hydroxypropionic acid (35 mg). Starting materials: ClC=1C=C(CO)C=C(C1OC1=CC(=C(C=C1)O)C(C)C)Cl (3,5-dichloro-4-(4′-hydroxy-3′-iso-propylphenoxy)benzyl alcohol), B(Br)(Br)Br (BBr3), ice water. Run in C(Cl)Cl (CH2Cl2). Conditions: time 16 hour. The product is ClC=1C=C(CBr)C=C(C1OC1=CC(=C(C=C1)O)C(C)C)Cl (3,5-dichloro-4-(4′-hydroxy-3′-iso-propylphenoxy)benzyl bromide). RXN SMILES: [Cl:1][C:2]1[CH:3]=[C:4]([CH:7]=[C:8]([Cl:21])[C:9]=1[O:10][C:11]1[CH:16]=[CH:15][C:14]([OH:17])=[C:13]([CH:18]([CH3:20])[CH3:19])[CH:12]=1)[CH2:5]O.B(Br)(Br)[Br:23]>C(Cl)Cl>[Cl:1][C:2]1[CH:3]=[C:4]([CH:7]=[C:8]([Cl:21])[C:9]=1[O:10][C:11]1[CH:16]=[CH:15][C:14]([OH:17])=[C:13]([CH:18]([CH3:20])[CH3:19])[CH:12]=1)[CH2:5][Br:23]. Procedure: To a solution of 3,5-dichloro-4-(4′-hydroxy-3′-iso-propylphenoxy)benzyl alcohol in CH2Cl2 (5.0 mL) at −78° C. is added BBr3. The reaction mixture is stirred at room temperature for 16 h, poured into ice water and extracted with ethyl acetate. The organic layer is dried over MgSO4, filtered and concentrated under reduced pressure. The crude product is purified by column chromatography on silica gel, eluting with acetone-hexanes to afford 3,5-dichloro-4-(4′-hydroxy-3′-iso-propylphenoxy)benzyl brom... Reactants: [OH-].[Na+] (sodium hydroxide), C(C1=CC=CC=C1)Br (benzyl bromide), C([O-])([O-])=O.[K+].[K+] (potassium carbonate), N[C@H](C(=O)O)CC ((S)-2-Aminobutanoic acid). Run in O (water), O (water). Reaction conditions: temperature 90 celsius, time 8 hour. Yields the product C(C1=CC=CC=C1)N([C@H](C(=O)OCC1=CC=CC=C1)CC)CC1=CC=CC=C1 ((S)-benzyl 2-(dibenzylamino)butanoate). As a reaction SMILES: [OH-:1].[Na+].[C:3](=[O:6])([O-])[O-].[K+].[K+].[NH2:9][C@@H:10]([CH2:14][CH3:15])[C:11](O)=O.[CH2:16](Br)[C:17]1[CH:22]=[CH:21][CH:20]=[CH:19][CH:18]=1>O>[CH2:16]([N:9]([CH2:16][C:17]1[CH:22]=[CH:21][CH:20]=[CH:19][CH:18]=1)[C@@H:10]([CH2:14][CH3:15])[C:11]([O:6][CH2:3][C:17]1[CH:22]=[CH:21][CH:20]=[CH:19][CH:18]=1)=[O:1])[C:17]1[CH:22]=[CH:21][CH:20]=[CH:19][CH:18]=1 |f:0.1,2.3.4|. Procedure details: Under an atmosphere of argon, sodium hydroxide (15.5 g, 388 mmol, Eq: 2) and potassium carbonate (53.6 g, 388 mmol, Eq: 2) were combined with water (300 ml) at 0° C. to give a colorless solution. (S)-2-Aminobutanoic acid (20 g, 194 mmol, Eq: 1.00) was added slowly between 0-5° C. The suspension was then heated to 90° C. Then benzyl bromide (133 g, 92.1 ml, 776 mmol, Eq: 4) was added dropwise. The reaction was stirred overnight at 90° C. The reaction mixture was poured into water (300 ml) and ext... The reactants are COC(Cl)Cl (α,α-dichloromethyl methyl ether), Cl (hydrochloric acid), COC1=CC(=CC=C1)C(C(F)(F)F)(C(F)(F)F)O (1-methoxy-3-[2,2,2-trifluoro-1-hydroxy-1-(trifluoromethyl)ethyl]benzene). Reagents/catalysts: [Ti](Cl)(Cl)(Cl)Cl (titanium tetrachloride). Solvent: ice, O (water), ClCCl (dichloromethane). Run at time 18 hour. Product: COC1=C(C=O)C=CC(=C1)C(C(F)(F)F)(O)C(F)(F)F (2-methoxy-4-[2,2,2-trifluoro-1-hydroxy-(trifluoromethyl)ethyl]benzaldehyde). The yield is 48.0%. RXN SMILES: [CH3:1][O:2][C:3]1[CH:8]=[CH:7][CH:6]=[C:5]([C:9]([OH:18])([C:14]([F:17])([F:16])[F:15])[C:10]([F:13])([F:12])[F:11])[CH:4]=1.[CH3:19][O:20]C(Cl)Cl.Cl>ClCCl.O.[Ti](Cl)(Cl)(Cl)Cl>[CH3:1][O:2][C:3]1[CH:4]=[C:5]([C:9]([C:10]([F:12])([F:13])[F:11])([OH:18])[C:14]([F:15])([F:16])[F:17])[CH:6]=[CH:7][C:8]=1[CH:19]=[O:20]. Procedure: To a solution of 31.6 g (0.12 mole) of 1-methoxy-3-[2,2,2-trifluoro-1-hydroxy-1-(trifluoromethyl)ethyl]benzene in 200 ml dichloromethane is added 38 g (0.2 mole) of titanium tetrachloride at 0°-5° with stirring under a nitrogen atmosphere. After the resulting solution is stirred for 15 minutes, 11.5 g (0.1 mole) of α,α-dichloromethyl methyl ether is added dropwise at 0°-5° C. Stirring is continued while the temperature of the solution is allowed to reach 20°-25° during 18 hours. The solution is ...